From a dataset of the Open Reaction Database (ORD), a public repository of structured organic reaction records. describe an organic reaction: reactants, conditions, products, and yield The reactants are C(C)(C)N1CCC(CC1)OC1=CN=C2N3CCNC(C3=CC2=C1)=O (7-(1-Isopropyl-piperidin-4-yloxy)-3,4-dihydro-2H-2,4a,5-triaza-fluoren-1-one), FC(S(=O)(=O)OCC(F)(F)F)(F)F (2,2,2-trifluoroethyl trifluoromethanesulfonate), [H-].[Na+] (sodium hydride). The product is C(C)(C)N1CCC(CC1)OC1=CN=C2N3CCN(C(C3=CC2=C1)=O)CC(F)(F)F (7-(1-Isopropyl-piperidin-4-yloxy)-2-(2,2,2-trifluoro-ethyl)-3,4-dihydro-2H-2,4a,5-triaza-fluoren-1-one). Isolated yield 42.0%. As a reaction SMILES: [CH:1]([N:4]1[CH2:9][CH2:8][CH:7]([O:10][C:11]2[CH:23]=[C:22]3[C:14]([N:15]4[C:20](=[CH:21]3)[C:19](=[O:24])[NH:18][CH2:17][CH2:16]4)=[N:13][CH:12]=2)[CH2:6][CH2:5]1)([CH3:3])[CH3:2].FC(F)(F)S(O[CH2:31][C:32]([F:35])([F:34])[F:33])(=O)=O.[H-].[Na+]>>[CH:1]([N:4]1[CH2:5][CH2:6][CH:7]([O:10][C:11]2[CH:23]=[C:22]3[C:14]([N:15]4[C:20](=[CH:21]3)[C:19](=[O:24])[N:18]([CH2:31][C:32]([F:35])([F:34])[F:33])[CH2:17][CH2:16]4)=[N:13][CH:12]=2)[CH2:8][CH2:9]1)([CH3:3])[CH3:2] |f:2.3|. Procedure: The title compound was synthesized in analogy to example 17, from 7-(1-isopropyl-piperidin-4-yloxy)-3,4-dihydro-2H-2,4a,5-triaza-fluoren-1-one (example 84), 2,2,2-trifluoroethyl trifluoromethanesulfonate and sodium hydride, to give the desired product as a colorless solid (42%).